Dataset: the Open Reaction Database (ORD), a public repository of structured organic reaction records. Task: describe an organic reaction: reactants, conditions, products, and yield Reactants: BrC=1C(=NC(=NC1)Cl)NC(CNC(OC(C)(C)C)=O)C(C)C (tert-butyl N-[2-[(5-bromo-2-chloro-pyrimidin-4-yl)amino]-3-methyl-butyl]carbamate), ClC=1N=CC2=C(N1)N(C(=C2)C(OCC)OCC)CCNC(OC(C)(C)C)=O (tert-butyl N-[2-[2-chloro-6-(diethoxymethyl)pyrrolo[2,3-d]pyrimidin-7-yl]ethyl]carbamate), ClC1=NC=C(C(=N1)NCCNC(OC(C)(C)C)=O)C#CC(OCC)OCC (tert-butyl N-[2-[[2-chloro-5-(3,3-diethoxyprop-1-ynyl)pyrimidin-4-yl]amino]ethyl]carbamate), CCCC[N+](CCCC)(CCCC)CCCC.[F-] (TBAF). The product is ClC=1N=CC2=C(N1)N(C(=C2)C(OCC)OCC)C(CNC(OC(C)(C)C)=O)C(C)C (tert-butyl N-[2-[2-chloro-6-(diethoxymethyl)pyrrolo[2,3-d]pyrimidin-7-yl]-3-methyl-butyl]carbamate). As a reaction SMILES: Br[C:2]1[C:3]([NH:9][CH:10]([CH:20]([CH3:22])[CH3:21])[CH2:11][NH:12][C:13](=[O:19])[O:14][C:15]([CH3:18])([CH3:17])[CH3:16])=[N:4][C:5]([Cl:8])=[N:6][CH:7]=1.ClC1N=C(NCCNC(=O)OC(C)(C)C)C([C:41]#[C:42][CH:43]([O:47][CH2:48][CH3:49])[O:44][CH2:45][CH3:46])=CN=1.CCCC[N+](CCCC)(CCCC)CCCC.[F-].ClC1N=CC2C=C(C(OCC)OCC)N(CCNC(=O)OC(C)(C)C)C=2N=1>>[Cl:8][C:5]1[N:6]=[CH:7][C:2]2[CH:41]=[C:42]([CH:43]([O:47][CH2:48][CH3:49])[O:44][CH2:45][CH3:46])[N:9]([CH:10]([CH:20]([CH3:22])[CH3:21])[CH2:11][NH:12][C:13](=[O:19])[O:14][C:15]([CH3:18])([CH3:17])[CH3:16])[C:3]=2[N:4]=1 |f:2.3|. Procedure: tert-butyl N-[2-[2-chloro-6-(diethoxymethyl)pyrrolo[2,3-d]pyrimidin-7-yl]-3-methyl-butyl]carbamate was synthesized by subjecting tert-butyl N-[2-[(5-bromo-2-chloro-pyrimidin-4-yl)amino]-3-methyl-butyl]carbamate to Sonogoshira conditions as described for tert-butyl N-[2-[[2-chloro-5-(3,3-diethoxyprop-1-ynyl)pyrimidin-4-yl]amino]ethyl]carbamate followed by subsequent treatment with TBAF as described in the synthesis of tert-butyl N-[2-[2-chloro-6-(diethoxymethyl)pyrrolo[2,3-d]pyrimidin-7-yl]ethyl]...